This data is from the Open Reaction Database (ORD), a public repository of structured organic reaction records. The task is: describe an organic reaction: reactants, conditions, products, and yield Starting materials: CC(=O)O[BH-](OC(C)=O)OC(C)=O, C1COCCO1, COc1ccc(F)c(Cl)c1C(C)c1c[nH]c2ncc(-c3cnn(C4CCC(=O)CC4)c3C)cc12, ClCCCl, Cl, CC(C)(C)OC(=O)N1CCNCC1, [Na+]. The product is COc1ccc(F)c(Cl)c1C(C)c1c[nH]c2ncc(-c3cnn(C4CCC(N5CCNCC5)CC4)c3C)cc12. As a reaction SMILES: [C:48]([O:49][BH-:50]([O:51][C:52](=[O:53])[CH3:54])[O:55][C:56](=[O:57])[CH3:58])(=[O:59])[CH3:60].[CH2:66]1[O:67][CH2:68][CH2:69][O:70][CH2:71]1.[Cl:1][c:2]1[c:3]([CH:11]([CH3:12])[c:13]2[cH:14][nH:15][c:16]3[n:17][cH:18][c:19](-[c:22]4[cH:23][n:24][n:25]([CH:28]5[CH2:29][CH2:30][C:31](=[O:34])[CH2:32][CH2:33]5)[c:26]4[CH3:27])[cH:20][c:21]23)[c:4]([O:9][CH3:10])[cH:5][cH:6][c:7]1[F:8].[Cl:62][CH2:63][CH2:64][Cl:65].[ClH:72].[N:35]1([C:41]([O:42][C:43]([CH3:44])([CH3:45])[CH3:46])=[O:47])[CH2:36][CH2:37][NH:38][CH2:39][CH2:40]1.[Na+:61]>>[Cl:1][c:2]1[c:3]([CH:11]([CH3:12])[c:13]2[cH:14][nH:15][c:16]3[n:17][cH:18][c:19](-[c:22]4[cH:23][n:24][n:25]([CH:28]5[CH2:29][CH2:30][CH:31]([N:35]6[CH2:36][CH2:37][NH:38][CH2:39][CH2:40]6)[CH2:32][CH2:33]5)[c:26]4[CH3:27])[cH:20][c:21]23)[c:4]([O:9][CH3:10])[cH:5][cH:6][c:7]1[F:8]. The reactants are CCN(CC)CCn1c(N)nc2ccc(OC)cc21, Cc1ccc(C(=O)Cl)cc1, CS(C)=O. Product: CCN(CC)CCn1c(NC(=O)c2ccc(C)cc2)nc2ccc(OC)cc21. RXN SMILES: [CH2:1]([CH3:2])[N:3]([CH2:4][CH3:5])[CH2:6][CH2:7][n:8]1[c:9]([NH2:19])[n:10][c:11]2[c:12]1[cH:13][c:14]([O:17][CH3:18])[cH:15][cH:16]2.[CH3:20][c:21]1[cH:22][cH:23][c:24]([C:25](=[O:26])[Cl:27])[cH:28][cH:29]1.[CH3:30][S:31]([CH3:32])=[O:33]>>[CH2:1]([CH3:2])[N:3]([CH2:4][CH3:5])[CH2:6][CH2:7][n:8]1[c:9]([NH:19][C:25]([c:24]2[cH:23][cH:22][c:21]([CH3:20])[cH:29][cH:28]2)=[O:26])[n:10][c:11]2[c:12]1[cH:13][c:14]([O:17][CH3:18])[cH:15][cH:16]2. The reactants are C(C1=CC=NC=C1)=O (Isonicotinaldehyde), C(C)(=O)O[BH-](OC(C)=O)OC(C)=O.[Na+] (sodium triacetoxyborohydride), NC=1C=CC2=C(C=C(S2)C2=NC(=NC=C2)NCCN2C(NC(C2(C)C)=O)=O)C1 (1-(2-(4-(5-aminobenzothiophen-2-yl)pyrimidin-2-ylamino)ethyl)-5,5-dimethylimidazolidin-2,4-dione). The reagents and catalysts are C(C)(=O)O (acetic acid). Run in ClCCl (dichloromethane), C([O-])(O)=O.[Na+] (sodium bicarbonate). Reaction conditions: temperature 60 celsius. Yields the product CC1(C(NC(N1CCNC1=NC=CC(=N1)C=1SC2=C(C1)C=C(C=C2)NCC2=CC=NC=C2)=O)=O)C (5,5-Dimethyl-1-(2-(4-(5-(pyridine-4-ylmethylamino) benzothiophen-2-yl)pyrimidin-2-ylamino)ethyl)imidazolidine-2,4-dione). The yield is 27.1%. Reaction SMILES: [NH2:1][C:2]1[CH:3]=[CH:4][C:5]2[S:9][C:8]([C:10]3[CH:15]=[CH:14][N:13]=[C:12]([NH:16][CH2:17][CH2:18][N:19]4[C:23]([CH3:25])([CH3:24])[C:22](=[O:26])[NH:21][C:20]4=[O:27])[N:11]=3)=[CH:7][C:6]=2[CH:28]=1.[CH:29](=O)[C:30]1[CH:35]=[CH:34][N:33]=[CH:32][CH:31]=1.C(O[BH-](OC(=O)C)OC(=O)C)(=O)C.[Na+]>ClCCl.C(O)(=O)C.C(=O)(O)[O-].[Na+]>[CH3:24][C:23]1([CH3:25])[N:19]([CH2:18][CH2:17][NH:16][C:12]2[N:11]=[C:10]([C:8]3[S:9][C:5]4[CH:4]=[CH:3][C:2]([NH:1][CH2:29][C:30]5[CH:35]=[CH:34][N:33]=[CH:32][CH:31]=5)=[CH:28][C:6]=4[CH:7]=3)[CH:15]=[CH:14][N:13]=2)[C:20](=[O:27])[NH:21][C:22]1=[O:26] |f:2.3,6.7|. Procedure details: 1-(2-(4-(5-aminobenzothiophen-2-yl)pyrimidin-2-ylamino)ethyl)-5,5-dimethylimidazolidin-2,4-dione (300 mg, 0.758 mmol) was suspended in dichloromethane (10 mL). Isonicotinaldehyde (97.4 mg, 0.910 mmol), acetic acid (4-5 drops), and sodium triacetoxyborohydride (321 mg, 1.516 mmol) were added, and the mixture was heated to 60° C. for 16 h. The reaction was cooled to room temperature, diluted with a saturated aqueous solution of sodium bicarbonate (15 mL), and extracted with dichloromethane (4×15 m... The reactants are CC(C)(C)OC(=O)N1CCC(Oc2cc(Cl)ncn2)CC1, CS(=O)(=O)c1ccc2c(c1)CCN2, [H-], [Na+], CN(C)C=O. The product is CC(C)(C)OC(=O)N1CCC(Oc2cc(N3CCc4cc(S(C)(=O)=O)ccc43)ncn2)CC1. As a reaction SMILES: [C:16]([CH3:17])([CH3:18])([CH3:19])[O:20][C:21](=[O:22])[N:23]1[CH2:24][CH2:25][CH:26]([O:29][c:30]2[n:31][cH:32][n:33][c:34]([Cl:36])[cH:35]2)[CH2:27][CH2:28]1.[CH3:3][S:4](=[O:5])(=[O:6])[c:7]1[cH:8][c:9]2[c:13]([cH:14][cH:15]1)[NH:12][CH2:11][CH2:10]2.[H-:1].[Na+:2].[O:37]=[CH:38][N:39]([CH3:40])[CH3:41]>>[CH3:3][S:4](=[O:5])(=[O:6])[c:7]1[cH:8][c:9]2[c:13]([cH:14][cH:15]1)[N:12]([c:34]1[n:33][cH:32][n:31][c:30]([O:29][CH:26]3[CH2:25][CH2:24][N:23]([C:21]([O:20][C:16]([CH3:17])([CH3:18])[CH3:19])=[O:22])[CH2:28][CH2:27]3)[cH:35]1)[CH2:11][CH2:10]2. Starting materials: C(C1=CC=CC=C1)N1CC(C(CC1)=O)C1=CC=C(C=C1)F (1-benzyl-3-(4-fluoro-phenyl)-piperidin-4-one), N1CCOCC1 (morpholine), FC(C=1C=C(C(=O)Cl)C=C(C1)C(F)(F)F)(F)F (3,5-bistrifluoromethyl-benzoyl chloride). The product is FC(C=1C=C(C=C(C1)C(F)(F)F)C(=O)N1C[C@H]([C@H](CC1)N1CCOCC1)C1=CC=C(C=C1)F)(F)F (Rac-cis-(3,5-Bis-trifluoromethyl-phenyl)-[3-(4-fluoro-phenyl)-4-morpholin-4-yl-piperidin-1-yl]-methanone). Reaction SMILES: C([N:8]1[CH2:13][CH2:12][C:11](=O)[CH:10]([C:15]2[CH:20]=[CH:19][C:18]([F:21])=[CH:17][CH:16]=2)[CH2:9]1)C1C=CC=CC=1.[NH:22]1[CH2:27][CH2:26][O:25][CH2:24][CH2:23]1.[F:28][C:29]([F:44])([F:43])[C:30]1[CH:31]=[C:32]([CH:36]=[C:37]([C:39]([F:42])([F:41])[F:40])[CH:38]=1)[C:33](Cl)=[O:34]>>[F:28][C:29]([F:44])([F:43])[C:30]1[CH:31]=[C:32]([C:33]([N:8]2[CH2:13][CH2:12][C@H:11]([N:22]3[CH2:27][CH2:26][O:25][CH2:24][CH2:23]3)[C@H:10]([C:15]3[CH:16]=[CH:17][C:18]([F:21])=[CH:19][CH:20]=3)[CH2:9]2)=[O:34])[CH:36]=[C:37]([C:39]([F:42])([F:41])[F:40])[CH:38]=1. Procedure: The title compound, MS: m/e=505.3 (M+H+), was prepared in accordance with the general method of example 26 from 1-benzyl-3-(4-fluoro-phenyl)-piperidin-4-one, morpholine and 3,5-bistrifluoromethyl-benzoyl chloride. Reactants: O=C(Nc1ncnc2c1ncn2C1CC(O)C(CO)O1)c1ccccc1, CC(C)(C)[Si](C)(C)Cl, CN(C)C=O, c1c[nH]cn1. Reaction SMILES: [C:1]([c:2]1[cH:3][cH:4][cH:5][cH:6][cH:7]1)(=[O:8])[NH:9][c:10]1[c:11]2[n:12][cH:13][n:14]([CH:15]3[CH2:16][CH:17]([OH:18])[CH:19]([CH2:20][OH:21])[O:22]3)[c:23]2[n:24][cH:25][n:26]1.[C:32]([CH3:33])([CH3:34])([CH3:35])[Si:36]([CH3:37])([CH3:38])[Cl:39].[O:40]=[CH:41][N:42]([CH3:43])[CH3:44].[nH:27]1[cH:28][cH:29][n:30][cH:31]1>>[C:1]([c:2]1[cH:3][cH:4][cH:5][cH:6][cH:7]1)(=[O:8])[NH:9][c:10]1[c:11]2[n:12][cH:13][n:14]([CH:15]3[CH2:16][CH:17]([OH:18])[CH:19]([CH2:20][O:21][Si:36]([C:32]([CH3:33])([CH3:34])[CH3:35])([CH3:37])[CH3:38])[O:22]3)[c:23]2[n:24][cH:25][n:26]1. Yields the product CC(C)(C)[Si](C)(C)OCC1OC(n2cnc3c(NC(=O)c4ccccc4)ncnc32)CC1O. The reactants are N1CC(CC1)N(C1=NC=CC(=N1)N1C=NC2=C1C=CC=C2)C (2-[(Pyrrolidin-3-yl)-methylamino]-4-[benzimidazol-1-yl]pyrimidine), C1(=CC=CC2=CC=CC=C12)N=C=O (naphthyl isocyanate). Run in C(Cl)Cl (CH2Cl2). Run at time 8 hour. Product: C1(=CC=CC2=CC=CC=C12)NC(=O)N1CC(CC1)N(C1=NC=CC(=N1)N1C=NC2=C1C=CC=C2)C (2-[(1-(N—Naphth-1-yl-carbamoyl)pyrrolidin-3-yl)-methylamino]-4-[benzimidazol-1-yl]pyrimidine). Yield: 48.8%. As a reaction SMILES: [NH:1]1[CH2:5][CH2:4][CH:3]([N:6]([CH3:22])[C:7]2[N:12]=[C:11]([N:13]3[C:17]4[CH:18]=[CH:19][CH:20]=[CH:21][C:16]=4[N:15]=[CH:14]3)[CH:10]=[CH:9][N:8]=2)[CH2:2]1.[C:23]1([N:33]=[C:34]=[O:35])[C:32]2[C:27](=[CH:28][CH:29]=[CH:30][CH:31]=2)[CH:26]=[CH:25][CH:24]=1>C(Cl)Cl>[C:23]1([NH:33][C:34]([N:1]2[CH2:5][CH2:4][CH:3]([N:6]([CH3:22])[C:7]3[N:12]=[C:11]([N:13]4[C:17]5[CH:18]=[CH:19][CH:20]=[CH:21][C:16]=5[N:15]=[CH:14]4)[CH:10]=[CH:9][N:8]=3)[CH2:2]2)=[O:35])[C:32]2[C:27](=[CH:28][CH:29]=[CH:30][CH:31]=2)[CH:26]=[CH:25][CH:24]=1. Procedure: To a solution of 9.5 mg of 2-[(pyrrolidin-3-yl)-methylamino]-4-[benzimidazol-1-yl]pyrimidine (from EXAMPLE 12, step A) in 1 mL of CH2Cl2 was added 7.1 mg of naphthyl isocyanate. The mixture was stirred at room temperature overnight, then concentrated. The residue was purified by flash chromatography, eluting with a gradient system of 1:1 hexanes-acetone to 1:2 hexanes-acetone, to yield 7.3 mg of the title compound. 1H NMR (500 MHz, CDCl3): δ 8.63 (s, 1H), 8.38 (br s, 1H) 8.19 (d, J=7.8 Hz, 1H), ... Starting materials: O=C(O)c1n[nH]c2ncc(Br)cc12, O=C(n1ccnc1)n1ccnc1, CNOC, Cl, CN(C)C=O. The product is CON(C)C(=O)c1n[nH]c2ncc(Br)cc12. As a reaction SMILES: [Br:1][c:2]1[cH:3][c:4]2[c:5]([n:6][cH:7]1)[nH:8][n:9][c:10]2[C:11](=[O:12])[OH:13].[C:14]([n:15]1[cH:16][cH:17][n:18][cH:19]1)([n:20]1[cH:21][cH:22][n:23][cH:24]1)=[O:25].[CH3:27][NH:28][O:29][CH3:30].[ClH:26].[O:31]=[CH:32][N:33]([CH3:34])[CH3:35]>>[Br:1][c:2]1[cH:3][c:4]2[c:5]([n:6][cH:7]1)[nH:8][n:9][c:10]2[C:11](=[O:13])[N:28]([CH3:27])[O:29][CH3:30].